Dataset: the Open Reaction Database (ORD), a public repository of structured organic reaction records. Task: describe an organic reaction: reactants, conditions, products, and yield Starting materials: CCCCC(=O)c1ccco1, C1CCOC1, CO, Cl. The product is CCCCC(O)c1ccco1. RXN SMILES: [C:1]([CH2:2][CH2:3][CH2:4][CH3:5])(=[O:6])[c:7]1[o:8][cH:9][cH:10][cH:11]1.[CH2:15]1[O:16][CH2:17][CH2:18][CH2:19]1.[CH3:12][OH:13].[ClH:14]>>[CH:1]([CH2:2][CH2:3][CH2:4][CH3:5])([OH:6])[c:7]1[o:8][cH:9][cH:10][cH:11]1. The reactants are C1(CCCCCCC1)=O (cyclooctanone), C(C(C)=C)Cl (methallyl chloride). The product is C(C(C)=C)C1C(CCCCCC1)=O (2-Methallylcyclooctanone). Reaction SMILES: [C:1]1(=[O:9])[CH2:8][CH2:7][CH2:6][CH2:5][CH2:4][CH2:3][CH2:2]1.[CH2:10](Cl)[C:11](=[CH2:13])[CH3:12]>>[CH2:12]([CH:2]1[CH2:3][CH2:4][CH2:5][CH2:6][CH2:7][CH2:8][C:1]1=[O:9])[C:11](=[CH2:10])[CH3:13]. Procedure: 2-Methallylcyclooctanone was prepared starting from cyclooctanone and methallyl chloride, analogously as described in example 1 in the allylation section. Starting materials: [N+](=O)([O-])C1=CC=C(C=C1)CCC(=O)O (3-(4-nitrophenyl)propionic acid), C(O)CN (ethanolamine), C([O-])([O-])=O.[K+].[K+] (potassium carbonate), S(=O)(Cl)Cl (thionyl chloride), resultant mixture, resultant mixture. Product: OCCNC(CCC1=CC=C(C=C1)[N+](=O)[O-])=O (N-(2-hydroxyethyl)-3-(4-nitrophenyl)propionamide). RXN SMILES: [N+:1]([C:4]1[CH:9]=[CH:8][C:7]([CH2:10][CH2:11][C:12]([OH:14])=O)=[CH:6][CH:5]=1)([O-:3])=[O:2].S(Cl)(Cl)=O.[CH2:19]([CH2:21][NH2:22])[OH:20].C(=O)([O-])[O-].[K+].[K+]>C(Cl)(Cl)Cl.O.CN(C)C=O>[OH:20][CH2:19][CH2:21][NH:22][C:12](=[O:14])[CH2:11][CH2:10][C:7]1[CH:6]=[CH:5][C:4]([N+:1]([O-:3])=[O:2])=[CH:9][CH:8]=1 |f:3.4.5|. Procedure details: 60 g of 3-(4-nitrophenyl)propionic acid were suspended in 360 ml of chloroform, followed by the addition of 2.25 g of dimethylformamide. The thus-prepared reaction mixture was heated at 50°-60° C., to which 33.5 ml of thionyl chloride were gradually added dropwise. After the dropwise addition, the resultant mixture was heated under reflux for 1 hour, the solvent was distilled off under reduced pressure, and the resultant oily substance was dissolved in 150 ml of chloroform. The chloroform soluti... Yield: 76.6%. Run in C(Cl)(Cl)Cl (chloroform), CN(C=O)C (dimethylformamide), O (water). Starting materials: CSC (methyl sulfide), BrBr (bromine), CC(=O)C1=C(C=CC=C1F)F (2,6-difluoroacetophenone). Solvent: ClCCl (dichloromethane), C(C)OCC (diethyl ether). Conditions: time 6 day. Product: [Br-].C[S+](CC(=O)C1=C(C=CC=C1F)F)C (dimethyl-2,6-difluorophenacylsulfonium bromide). The yield is 37.4%. Reaction SMILES: [Br:1]Br.[CH3:3][C:4]([C:6]1[C:11]([F:12])=[CH:10][CH:9]=[CH:8][C:7]=1[F:13])=[O:5].[CH3:14][S:15][CH3:16]>ClCCl.C(OCC)C>[Br-:1].[CH3:14][S+:15]([CH3:16])[CH2:3][C:4]([C:6]1[C:7]([F:13])=[CH:8][CH:9]=[CH:10][C:11]=1[F:12])=[O:5] |f:5.6|. Procedure details: A solution of bromine (4.1 ml, 80 mmoles) in dichloromethane (6 ml) was added dropwise to a solution of 2,6-difluoroacetophenone (12.4 g, 80 mmoles) in anhydrous diethyl ether (100 ml). The reaction solution was evaporated and the resulting liquid was dissolved in tetrahydrofuran (150 ml) and methyl sulfide (9 ml, 120 mmoles) was added. The mixture was allowed to stand at room temperature for 6 days (approximately 144 hours). The crystals were filtered to yield 8.9 g (38%) of dimethyl-2,6-difluo... The reactants are CC1=C(C=C(C=C1)N=C=O)N=C=O (2,4-toluenediisocyanate), C(C1=CC=CO1)O (furfuryl alcohol). Run in C1=CC=CC=C1 (benzene), C1=CC=CC=C1 (benzene). Conditions: time 8 hour. The product is C=1(C(=CC(=CC1)NC(=O)OCC1=CC=CO1)NC(=O)OCC1=CC=CO1)C (2,4-Toluenedicarbamic acid, difurfuryl ester). Reaction SMILES: [CH3:1][C:2]1[CH:7]=[CH:6][C:5]([N:8]=[C:9]=[O:10])=[CH:4][C:3]=1[N:11]=[C:12]=[O:13].[CH2:14]([OH:20])[C:15]1[O:19][CH:18]=[CH:17][CH:16]=1>C1C=CC=CC=1>[C:2]1([CH3:1])[C:3]([NH:11][C:12]([O:20][CH2:14][C:15]2[O:19][CH:18]=[CH:17][CH:16]=2)=[O:13])=[CH:4][C:5]([NH:8][C:9]([O:20][CH2:14][C:15]2[O:19][CH:18]=[CH:17][CH:16]=2)=[O:10])=[CH:6][CH:7]=1. Procedure details: To a solution of 522 g. (3 moles) of 2,4-toluenediisocyanate in 500 ml. of benzene under a nitrogen atmosphere is added a solution of 588 g. (6 moles) of furfuryl alcohol in 500 ml. of benzene at such a rate as to maintain the temperature below 50°C. The reaction is completed by refluxing for 3 hours (about 80°-90°C.) The reaction mixture is allowed to stand at room temperature overnight, during which time the product diurethane crystallizes. The material is collected by filtration, dried, and p... Reactants: BrC=1C=C2C(=CN1)NN=C2C (5-bromo-3-methyl-1H-pyrazolo[3,4-c]pyridine), C(=O)([O-])[O-].[Na+].[Na+] (Na2CO3), N1N=CC(=C1)B(O)O (1H-pyrazol-4-ylboronic acid). Reagents/catalysts: C1=CC=C(C=C1)P([C-]2C=CC=C2)C3=CC=CC=C3.C1=CC=C(C=C1)P([C-]2C=CC=C2)C3=CC=CC=C3.Cl[Pd]Cl.[Fe+2] (Pd(dppf)Cl2). Solvent: CN(C)C=O (DMF). Conditions: temperature 150 celsius, time 1 hour. Product: CC1=NNC2=CN=C(C=C21)C=2C=NNC2 (3-methyl-5-(1H-pyrazol-4-yl)-1H-pyrazolo[3,4-c]pyridine). Isolated yield 15.1%. As a reaction SMILES: Br[C:2]1[CH:3]=[C:4]2[C:10]([CH3:11])=[N:9][NH:8][C:5]2=[CH:6][N:7]=1.C([O-])([O-])=O.[Na+].[Na+].[NH:18]1[CH:22]=[C:21](B(O)O)[CH:20]=[N:19]1>CN(C=O)C.C1C=CC(P(C2C=CC=CC=2)[C-]2C=CC=C2)=CC=1.C1C=CC(P(C2C=CC=CC=2)[C-]2C=CC=C2)=CC=1.Cl[Pd]Cl.[Fe+2]>[CH3:11][C:10]1[C:4]2[C:5](=[CH:6][N:7]=[C:2]([C:21]3[CH:22]=[N:18][NH:19][CH:20]=3)[CH:3]=2)[NH:8][N:9]=1 |f:1.2.3,6.7.8.9|. Reported procedure: To a solution of 5-bromo-3-methyl-1H-pyrazolo[3,4-c]pyridine (106 mg, 0.5 mmol) in DMF (5 mL) was added Pd(dppf)Cl2 (20 mg), saturated solution of Na2CO3 (1 mL) and 1H-pyrazol-4-ylboronic acid (67 mg, 0.6 mmol). Under argon, the mixture was stirred under microwave irradiation for 1 h at 150° C. After cooling down, the solvent was removed under reduced pressure and the residue was purified by silica-gel column chromatography (mobile phase: EA:PE=1:1) to afford 102 (15 mg, 15%). 1H NMR (500 MHz, M... The reactants are ClC=1C=C2C(CC3(CNCC3)C2=CC1)O (5-chlorospiro[indane-1,3'-pyrrolidin]-3-ol), C([O-])([O-])=O.[Na+].[Na+] (sodium carbonate), ClCCCC1(OCCO1)C1=CC=C(C=C1)F (2-(3-chloropropyl)-2-(p-fluorophenyl)-1,3-dioxolane). The solvent is CN(C=O)C (dimethyl formamide). Run at time 1 hour. Yields the product ClC=1C=C2C(CC3(CN(CC3)CCCC(=O)C3=CC=C(C=C3)F)C2=CC1)O ((1RS,3RS)-4-(5-chloro-3-hydroxyspiro-[indane-1,3'-pyrrolidin]-1'yl)-p-fluorobutyrophenone). Reaction SMILES: [Cl:1][C:2]1[CH:3]=[C:4]2[C:12](=[CH:13][CH:14]=1)[C:7]1([CH2:11][CH2:10][NH:9][CH2:8]1)[CH2:6][CH:5]2[OH:15].C(=O)([O-])[O-].[Na+].[Na+].Cl[CH2:23][CH2:24][CH2:25][C:26]1([C:31]2[CH:36]=[CH:35][C:34]([F:37])=[CH:33][CH:32]=2)OCC[O:27]1>CN(C)C=O>[Cl:1][C:2]1[CH:3]=[C:4]2[C:12](=[CH:13][CH:14]=1)[C:7]1([CH2:11][CH2:10][N:9]([CH2:23][CH2:24][CH2:25][C:26]([C:31]3[CH:32]=[CH:33][C:34]([F:37])=[CH:35][CH:36]=3)=[O:27])[CH2:8]1)[CH2:6][CH:5]2[OH:15] |f:1.2.3|. Procedure details: 15 g of 5-chlorospiro[indane-1,3'-pyrrolidin]-3-ol (mixture of diastereoismers of 50 % of the 1RS,3SR and 50 % of the 1RS,3RS isomer) are dissolved in 200 cc of dimethyl formamide and heated to 100° for 6 hours together with 18 g of sodium carbonate and 23 g of 2-(3-chloropropyl)-2-(p-fluorophenyl)-1,3-dioxolane. Filtration is subsequently effected, the filter residue is washed with chloroform and the organic phase is concentrated. The resulting yellow oil is taken up in 300 cc of chloroform and... The reactants are C(C)N1CCOCC1 (N-ethylmorpholine), C1(CCCCC1)N=C=NC1CCCCC1 (dicyclohexylcarbodiimide), N([C@@H](CO)C(=O)N[C@@H](CC1=CC=C(C=C1)OCC1=CC=CC=C1)C(=O)O)C(=O)OCC1=CC=CC=C1 (Z-Ser-Tyr(Bzl)-OH), N[C@H](CCCC(=O)OC(C)(C)C)C(=O)N[C@@H](CC(C)C)C(=O)N[C@@H](CCCNC(N)=N)C(=O)N1[C@H](C(=O)NCC)CCC1.Cl.Cl (H-D-Aad(OBut)-Leu-Arg-Pro-NH-C2H5.2HCl), ON1N=NC2=C(C1=O)C=CC=C2 (3-hydroxy-4-oxo-3,4-dihydro-1,2,3-benzotriazine). The solvent is CC(=O)N(C)C (dimethylacetamide). Run at temperature 0 celsius, time 2 hour. Product: N([C@@H](CO)C(=O)N[C@@H](CC1=CC=C(C=C1)OCC1=CC=CC=C1)C(=O)N[C@H](CCCC(=O)OC(C)(C)C)C(=O)N[C@@H](CC(C)C)C(=O)N[C@@H](CCCNC(N)=N)C(=O)N1[C@H](C(=O)NCC)CCC1)C(=O)OCC1=CC=CC=C1 (Z-Ser-Tyr(Bzl)-D-Aad(OBut)-Leu-Arg-Pro-NH-C2H5). RXN SMILES: C(N1CCOCC1)C.C1(N=C=NC2CCCCC2)CCCCC1.[NH:24]([C:50]([O:52][CH2:53][C:54]1[CH:59]=[CH:58][CH:57]=[CH:56][CH:55]=1)=[O:51])[C@H:25]([C:28]([NH:30][C@H:31]([C:47](O)=[O:48])[CH2:32][C:33]1[CH:38]=[CH:37][C:36]([O:39][CH2:40][C:41]2[CH:46]=[CH:45][CH:44]=[CH:43][CH:42]=2)=[CH:35][CH:34]=1)=[O:29])[CH2:26][OH:27].[NH2:60][C@@H:61]([C:72]([NH:74][C@H:75]([C:80]([NH:82][C@H:83]([C:91]([N:93]1[CH2:102][CH2:101][CH2:100][C@H:94]1[C:95]([NH:97][CH2:98][CH3:99])=[O:96])=[O:92])[CH2:84][CH2:85][CH2:86][NH:87][C:88](=[NH:90])[NH2:89])=[O:81])[CH2:76][CH:77]([CH3:79])[CH3:78])=[O:73])[CH2:62][CH2:63][CH2:64][C:65]([O:67][C:68]([CH3:71])([CH3:70])[CH3:69])=[O:66].Cl.Cl.ON1C(=O)C2C=CC=CC=2N=N1>CC(N(C)C)=O>[NH:24]([C:50]([O:52][CH2:53][C:54]1[CH:59]=[CH:58][CH:57]=[CH:56][CH:55]=1)=[O:51])[C@H:25]([C:28]([NH:30][C@H:31]([C:47]([NH:60][C@@H:61]([C:72]([NH:74][C@H:75]([C:80]([NH:82][C@H:83]([C:91]([N:93]1[CH2:102][CH2:101][CH2:100][C@H:94]1[C:95]([NH:97][CH2:98][CH3:99])=[O:96])=[O:92])[CH2:84][CH2:85][CH2:86][NH:87][C:88](=[NH:89])[NH2:90])=[O:81])[CH2:76][CH:77]([CH3:79])[CH3:78])=[O:73])[CH2:62][CH2:63][CH2:64][C:65]([O:67][C:68]([CH3:69])([CH3:71])[CH3:70])=[O:66])=[O:48])[CH2:32][C:33]1[CH:38]=[CH:37][C:36]([O:39][CH2:40][C:41]2[CH:46]=[CH:45][CH:44]=[CH:43][CH:42]=2)=[CH:35][CH:34]=1)=[O:29])[CH2:26][OH:27] |f:3.4.5|. Reported procedure: 0.26 ml of N-ethylmorpholine and 440 mg of dicyclohexylcarbodiimide are added at 0° C. to a solution of 1 g (approx. 2 mmoles) of Z-Ser-Tyr(Bzl)-OH, 1.4 g (2 mmoles) of H-D-Aad(OBut)-Leu-Arg-Pro-NH-C2H5.2HCl and 0.326 g (2 mmoles) of 3-hydroxy-4-oxo-3,4-dihydro-1,2,3-benzotriazine in 8 ml of dimethylacetamide. The mixture is stirred for two hours at 0° C. and is then left to stand overnight at room temperature. The precipitate is filtered off and the filtrate is partitioned between 50 ml of n-bu... Reactants: C(Cl)(Cl)Cl (chloroform), C(C)(C)(C)OC(NCC=1C=C2C=CC(=NC2=CC1)CCC#N)=O ([2-(2-cyano-ethyl)-quinolin-6-ylmethyl]-carbamic acid t-butyl ester), C1CCOC1 (THF), C(=O)([O-])C(O)C(O)C(=O)[O-].[Na+].[K+] (potassium sodium tartrate), [H-].[Al+3].[Li+].[H-].[H-].[H-] (lithium aluminum hydride). Run at time 2 hour. Yields the product C(C)(C)(C)OC(NCC=1C=C2C=CC(=NC2=CC1)CCCN(CCC)CCC)=O ([2-(3-dipropylamino-propyl)-quinolin-6-ylmethyl]-carbamic acid t-butyl ester). As a reaction SMILES: [C:1]([O:5][C:6](=[O:23])[NH:7][CH2:8][C:9]1[CH:10]=[C:11]2[C:16](=[CH:17][CH:18]=1)[N:15]=[C:14]([CH2:19][CH2:20][C:21]#[N:22])[CH:13]=[CH:12]2)([CH3:4])([CH3:3])[CH3:2].[H-].[Al+3].[Li+].[H-].[H-].[H-].C([CH:33]([CH:35]([C:37]([O-])=O)O)O)([O-])=O.[Na+].[K+].C(Cl)(Cl)Cl.[CH2:46]1[CH2:50]OC[CH2:47]1>>[C:1]([O:5][C:6](=[O:23])[NH:7][CH2:8][C:9]1[CH:10]=[C:11]2[C:16](=[CH:17][CH:18]=1)[N:15]=[C:14]([CH2:19][CH2:20][CH2:21][N:22]([CH2:47][CH2:46][CH3:50])[CH2:33][CH2:35][CH3:37])[CH:13]=[CH:12]2)([CH3:4])([CH3:2])[CH3:3] |f:1.2.3.4.5.6,7.8.9|. Procedure details: The compound (139.9 mg) obtained in Example 119-8 was dissolved in anhydrous THF (4.2 ml). Then, lithium aluminum hydride (68.3 mg) was added to the solution, followed by stirring at room temperature for 2 hours. The solution was added with an aqueous potassium sodium tartrate solution and stirred at room temperature. After completion of the reaction, extraction with chloroform was carried out. The organic layer was dried with magnesium sulfate and the solvent was then distilled off under reduce...